From a dataset of the Open Reaction Database (ORD), a public repository of structured organic reaction records. describe an organic reaction: reactants, conditions, products, and yield The reactants are C1(CC1)N (cyclopropanamine), ClCC=1OC(=NN1)C (2-(chloromethyl)-5-methyl-1,3,4-oxadiazole). Reaction conditions: time 16 hour. Product: C1(CC1)NCC=1OC(=NN1)C (Cyclopropyl-(5-methyl-[1,3,4]oxadiazol-2-ylmethyl)-amine). Isolated yield 34.6%. RXN SMILES: [CH:1]1([NH2:4])[CH2:3][CH2:2]1.Cl[CH2:6][C:7]1[O:8][C:9]([CH3:12])=[N:10][N:11]=1>>[CH:1]1([NH:4][CH2:6][C:7]2[O:8][C:9]([CH3:12])=[N:10][N:11]=2)[CH2:3][CH2:2]1. Procedure: A mixture of cyclopropanamine (765-30-0, 194 mg, 236 μL, 3.39 mmol) and 2-(chloromethyl)-5-methyl-1,3,4-oxadiazole (3914-42-9, 90 mg, 679 μmol) was stirred for 16 h at ambient temperature. The mixture was concentrated under reduced pressure and the residue taken up in ice-water/saturated aqueous Na2CO3 solution 1/1 (20 mL) and EtOAc (30 mL). The layers were separated and the aqueous layer was extracted one more time with EtOAc (30 mL). The combined extracts were washed with ice-water/brine 1/1 (... Run at time 8 hour. Yield: 54.9%. The solvent is O (water), O1CCCC1 (tetrahydrofuran), O (water). Procedure details: 21 g of 2-Amino-4,5-dimethoxy benzoic acid was dissolved in 40 ml of tetrahydrofuran and 40 ml of water. To this solution 10 ml of conc. hydrochloric acid and 11.6 g of potassium cyanide were added. It was left to stand overnight and 50 g of sodium hydroxide was added. After stirring for 2 hours, the resulting precipitate was isolated by filtration. The precipitate was dissolved in 1000 ml of water and acidified with 50% sulfuric acid. The resulting crystal was isolated by filtration and 13.0 g ... Reaction SMILES: [NH2:1][C:2]1[CH:10]=[C:9]([O:11][CH3:12])[C:8]([O:13][CH3:14])=[CH:7][C:3]=1[C:4]([OH:6])=O.Cl.[C-:16]#[N:17].[K+].[OH-:19].[Na+].S(=O)(=O)(O)O>O1CCCC1.O>[CH3:14][O:13][C:8]1[CH:7]=[C:3]2[C:2](=[CH:10][C:9]=1[O:11][CH3:12])[NH:1][C:16](=[O:19])[NH:17][C:4]2=[O:6] |f:2.3,4.5|. Product: COC=1C=C2C(NC(NC2=CC1OC)=O)=O (6,7-Dimethoxy quinazoline-2,4-dione). Starting materials: [OH-].[Na+] (sodium hydroxide), NC1=C(C(=O)O)C=C(C(=C1)OC)OC (2-Amino-4,5-dimethoxy benzoic acid), Cl (hydrochloric acid), [C-]#N.[K+] (potassium cyanide), S(O)(O)(=O)=O (sulfuric acid). Reactants: CN1CC(=O)N=C1N (creatinine), O1C(=CC=C1)N=C=O (2-furanyl isocyanate). Run in CN(C)C=O (DMF), C1(=CC=CC=C1)C (toluene). Run at time 1 hour. The product is O1C(=CC=C1)NC(=O)N=C1N(CC(N1)=O)C (1-(2-Furanyl)-3-(tetrahydro-1-methyl-4-oxo-1H-imidazol-2-ylidene) urea). The yield is 8.3%. Reaction SMILES: [CH3:1][N:2]1[C:7]([NH2:8])=[N:6][C:4](=[O:5])[CH2:3]1.[O:9]1[CH:13]=[CH:12][CH:11]=[C:10]1[N:14]=[C:15]=[O:16]>CN(C=O)C.C1(C)C=CC=CC=1>[O:9]1[CH:13]=[CH:12][CH:11]=[C:10]1[NH:14][C:15]([N:8]=[C:7]1[NH:6][C:4](=[O:5])[CH2:3][N:2]1[CH3:1])=[O:16]. Procedure details: To a stirred mixture of 6.9 g (60 mM) of creatinine in 100 ml of anhydrous DMF was added a solution of 6.5 g (60 mM) of 2-furanyl isocyanate in 75 ml of toluene. After stirring the mixture 1 hr. at 25° C. and then 1 hr. at 55° C., the solvents were removed in vacuo and the residue taken up in ethyl acetate and washed with water. The solvent was removed and the residue chromatographed over silica gel using ether-ethyl acetate (4:1) as the eluant. The fractions containing the product were combined... Reactants: [BH4-] (borohydride), CC(=O)C (acetone), ClC=1C=C(C=CC1C1CCCCC1)/C=C/C(C)=O ((E)-4-(3-chloro-4-cyclohexyl-phenyl)-3-butene-2-one). Conditions: time 1 hour. Yields the product ClC=1C=C(C=CC1C1CCCCC1)CCC(C)=O (4-(3-Chloro-4-cyclohexyl-phenyl)-2-butanone). RXN SMILES: [BH4-].CC(C)=O.[Cl:6][C:7]1[CH:8]=[C:9](/[CH:19]=[CH:20]/[C:21](=[O:23])[CH3:22])[CH:10]=[CH:11][C:12]=1[CH:13]1[CH2:18][CH2:17][CH2:16][CH2:15][CH2:14]1>>[Cl:6][C:7]1[CH:8]=[C:9]([CH2:19][CH2:20][C:21](=[O:23])[CH3:22])[CH:10]=[CH:11][C:12]=1[CH:13]1[CH2:18][CH2:17][CH2:16][CH2:15][CH2:14]1. Procedure details: In a hydrogenation apparatus 15 gm (0.06 mol) of nickel(II)acetate tetrahydrate, dissolved in 600 ml of 95% ethanol, were reduced in an atmosphere of hydrogen with 60 ml of a 1 M sodium borohydride solution, to yield black colloidal nickel boride (P-2-catalyst). In order to remove any unreacted borohydride, 14 gm (0.24 mol) of acetone were added, and the resulting mixture was shaken for 1 hour at room temperature and, after addition of 32.32 gm (0.123 mol) of (E)-4-(3-chloro-4-cyclohexyl-phenyl)... The reactants are CCBr, O=C([O-])[O-], COC(=O)c1cc(O)nn1Cc1ccccc1, CC(C)=O, [I-], [K+], [K+], [Na+]. Product: CCOc1cc(C(=O)OC)n(Cc2ccccc2)n1. Reaction SMILES: [Br:3][CH2:4][CH3:5].[C:6](=[O:7])([O-:8])[O-:9].[CH2:12]([c:13]1[cH:14][cH:15][cH:16][cH:17][cH:18]1)[n:19]1[n:20][c:21]([OH:28])[cH:22][c:23]1[C:24](=[O:25])[O:26][CH3:27].[CH3:29][C:30](=[O:31])[CH3:32].[I-:2].[K+:10].[K+:11].[Na+:1]>>[CH2:4]([CH3:5])[O:28][c:21]1[n:20][n:19]([CH2:12][c:13]2[cH:14][cH:15][cH:16][cH:17][cH:18]2)[c:23]([C:24](=[O:25])[O:26][CH3:27])[cH:22]1.